The task is: describe an organic reaction: reactants, conditions, products, and yield. This data is from the Open Reaction Database (ORD), a public repository of structured organic reaction records. Reactants: CC(=O)Nc1nc(CCc2ccc(CCBr)cc2)cs1, CC(=O)NC(N)=S, CCOC(C)=O, CCO. The product is CC(=O)Nc1nc(CCc2ccc(CCS)cc2)cs1. Reaction SMILES: [Br:1][CH2:2][CH2:3][c:4]1[cH:5][cH:6][c:7]([CH2:10][CH2:11][c:12]2[n:13][c:14]([NH:17][C:18]([CH3:19])=[O:20])[s:15][cH:16]2)[cH:8][cH:9]1.[C:21]([NH:22][C:23]([NH2:24])=[S:26])(=[O:25])[CH3:27].[CH3:28][CH2:29][O:30][C:31](=[O:32])[CH3:33].[CH3:34][CH2:35][OH:36]>>[CH2:2]([CH2:3][c:4]1[cH:5][cH:6][c:7]([CH2:10][CH2:11][c:12]2[n:13][c:14]([NH:17][C:18]([CH3:19])=[O:20])[s:15][cH:16]2)[cH:8][cH:9]1)[SH:26].